From a dataset of the Open Reaction Database (ORD), a public repository of structured organic reaction records. describe an organic reaction: reactants, conditions, products, and yield Starting materials: COc1cc2c(Oc3ccc([N+](=O)[O-])cc3F)ccnc2cc1OCc1ccccc1, Cc1ccccc1, CO, CCOC(C)=O. Product: COc1cc2c(Oc3ccc(N)cc3F)ccnc2cc1OCc1ccccc1. Reaction SMILES: [CH2:1]([c:2]1[cH:3][cH:4][cH:5][cH:6][cH:7]1)[O:8][c:9]1[c:10]([O:30][CH3:31])[cH:11][c:12]2[c:13]([O:19][c:20]3[c:21]([F:29])[cH:22][c:23]([N+:26]([O-:27])=[O:28])[cH:24][cH:25]3)[cH:14][cH:15][n:16][c:17]2[cH:18]1.[CH3:32][c:33]1[cH:34][cH:35][cH:36][cH:37][cH:38]1.[CH3:39][OH:40].[CH3:41][CH2:42][O:43][C:44]([CH3:45])=[O:46]>>[CH2:1]([c:2]1[cH:3][cH:4][cH:5][cH:6][cH:7]1)[O:8][c:9]1[c:10]([O:30][CH3:31])[cH:11][c:12]2[c:13]([O:19][c:20]3[c:21]([F:29])[cH:22][c:23]([NH2:26])[cH:24][cH:25]3)[cH:14][cH:15][n:16][c:17]2[cH:18]1.